This data is from the Open Reaction Database (ORD), a public repository of structured organic reaction records. The task is: describe an organic reaction: reactants, conditions, products, and yield Starting materials: ClC1=CC(=NC(=N1)C)C(=O)Cl (6-chloro-2-methylpyrimidine-4-carbonyl chloride), O (water). Conditions: time 0.5 hour. Yields the product ClC1=CC(=NC(=N1)C)C(=O)O (6-chloro-2-methylpyrimidine-4-carboxylic acid). Reaction SMILES: [Cl:1][C:2]1[N:7]=[C:6]([CH3:8])[N:5]=[C:4]([C:9](Cl)=[O:10])[CH:3]=1.[OH2:12]>>[Cl:1][C:2]1[N:7]=[C:6]([CH3:8])[N:5]=[C:4]([C:9]([OH:10])=[O:12])[CH:3]=1. Procedure details: 16 g of 6-chloro-2-methylpyrimidine-4-carbonyl chloride are added dropwise at 10°-15° C. to 150 ml of water. The mixture is then stirred for 1/2 h, the solid is filtered off with suction, and the filter residue is then washed well with water and dried in vacuo at 50° C. 11.5 g of 6-chloro-2-methylpyrimidine-4-carboxylic acid of melting point 132° C. (dec.) are obtained in this way. Starting materials: [Br-], CCCC(Br)CCC, CCCC[N+](CCCC)(CCCC)CCCC, Cc1ccccc1, O=c1[nH]ccc2c(I)cccc12, [K+], [OH-]. Product: CCCC(CCC)n1ccc2c(I)cccc2c1=O. As a reaction SMILES: [Br-:23].[Br:13][CH:14]([CH2:15][CH2:16][CH3:17])[CH2:18][CH2:19][CH3:20].[CH3:24][CH2:25][CH2:26][CH2:27][N+:28]([CH2:29][CH2:30][CH2:31][CH3:32])([CH2:33][CH2:34][CH2:35][CH3:36])[CH2:37][CH2:38][CH2:39][CH3:40].[CH3:41][c:42]1[cH:43][cH:44][cH:45][cH:46][cH:47]1.[I:1][c:2]1[c:3]2[cH:4][cH:5][nH:6][c:7](=[O:12])[c:8]2[cH:9][cH:10][cH:11]1.[K+:22].[OH-:21]>>[I:1][c:2]1[c:3]2[cH:4][cH:5][n:6]([CH:14]([CH2:15][CH2:16][CH3:17])[CH2:18][CH2:19][CH3:20])[c:7](=[O:12])[c:8]2[cH:9][cH:10][cH:11]1. Starting materials: ClC=1C=C(C(=NC1)C(=O)N1CCN(CC1)CC(CC#N)N1N=CC(=C1)C=1C2=C(N=CN1)NC=C2)F (4-{4-[(5-chloro-3-fluoropyridin-2-yl)carbonyl]piperazin-1-yl}-3-[4-(7H-pyrrolo[2,3-d]pyrimidin-4-yl)-1H-pyrazol-1-yl]butanenitrile), C1(CCCCC1)P(C1=C(C=CC=C1)C1=C(C=CC=C1OC)OC)C1CCCCC1 (2-(Dicyclohexylphosphino)-2′,6′-dimethoxy-1,1′-biphenyl), CN(C)C=O (DMF). Reagents/catalysts: O (water), C=1C=CC(=CC1)/C=C/C(=O)/C=C/C2=CC=CC=C2.C=1C=CC(=CC1)/C=C/C(=O)/C=C/C2=CC=CC=C2.C=1C=CC(=CC1)/C=C/C(=O)/C=C/C2=CC=CC=C2.[Pd].[Pd] (Tris(dibenzylideneacetone)dipalladium(0)), [C-]#N.[Zn+2].[C-]#N (zinc cyanide). Conditions: temperature 150 celsius. The product is C(#N)CC(CN1CCN(CC1)C(=O)C1=NC=C(C#N)C=C1F)N1N=CC(=C1)C=1C2=C(N=CN1)NC=C2 (6-[(4-{3-cyano-2-[4-(7H-pyrrolo[2,3-d]pyrimidin-4-yl)-1H-pyrazol-1-yl]propyl}piperazin-1-yl)carbonyl]-5-fluoronicotinonitrile). Reaction SMILES: Cl[C:2]1[CH:3]=[C:4]([F:35])[C:5]([C:8]([N:10]2[CH2:15][CH2:14][N:13]([CH2:16][CH:17]([N:21]3[CH:25]=[C:24]([C:26]4[C:27]5[CH:34]=[CH:33][NH:32][C:28]=5[N:29]=[CH:30][N:31]=4)[CH:23]=[N:22]3)[CH2:18][C:19]#[N:20])[CH2:12][CH2:11]2)=[O:9])=[N:6][CH:7]=1.C1(P(C2CCCCC2)C2C=CC=CC=2C2C(OC)=CC=CC=2OC)CCCCC1.[CH3:65][N:66](C=O)C>O.C1C=CC(/C=C/C(/C=C/C2C=CC=CC=2)=O)=CC=1.C1C=CC(/C=C/C(/C=C/C2C=CC=CC=2)=O)=CC=1.C1C=CC(/C=C/C(/C=C/C2C=CC=CC=2)=O)=CC=1.[Pd].[Pd].[C-]#N.[Zn+2].[C-]#N>[C:19]([CH2:18][CH:17]([N:21]1[CH:25]=[C:24]([C:26]2[C:27]3[CH:34]=[CH:33][NH:32][C:28]=3[N:29]=[CH:30][N:31]=2)[CH:23]=[N:22]1)[CH2:16][N:13]1[CH2:14][CH2:15][N:10]([C:8]([C:5]2[C:4]([F:35])=[CH:3][C:2]([C:65]#[N:66])=[CH:7][N:6]=2)=[O:9])[CH2:11][CH2:12]1)#[N:20] |f:4.5.6.7.8,9.10.11|. Procedure details: A mixture of 4-{4-[(5-chloro-3-fluoropyridin-2-yl)carbonyl]piperazin-1-yl}-3-[4-(7H-pyrrolo[2,3-d]pyrimidin-4-yl)-1H-pyrazol-1-yl]butanenitrile (15 mg, 0.030 mmol, from Example 1), 2-(Dicyclohexylphosphino)-2′,6′-dimethoxy-1,1′-biphenyl (3.7 mg, 0.0091 mmol), Tris(dibenzylideneacetone)dipalladium(0) (3.3 mg, 0.0036 mmol) and zinc cyanide (18 mg, 0.15 mmol) in DMF (0.50 mL, 6.4 mmol) and one drop of water was degassed by purging with a stream of nitrogen for 5 minutes, then was heated in the micr... Reactants: C(C1=CC=CC=C1)N1CCC2=C(CC1)N=CC=N2 (7-benzyl-6,7,8,9-tetrahydro-5H-pyrazino[2,3-d]azepine), [NH2-].[Na+] (sodium amide). The solvent is CN(C1=CC=CC=C1)C (dimethylaniline). Run at temperature 170 celsius. Product: NC=1C=NC2=C(CCN(CC2)CC2=CC=CC=C2)N1 (2-Amino-7-benzyl-6,7,8,9-tetrahydro-5H-pyrazino[2,3-d]azepine). As a reaction SMILES: [CH2:1]([N:8]1[CH2:14][CH2:13][C:12]2[N:15]=[CH:16][CH:17]=[N:18][C:11]=2[CH2:10][CH2:9]1)[C:2]1[CH:7]=[CH:6][CH:5]=[CH:4][CH:3]=1.[NH2-:19].[Na+]>CN(C)C1C=CC=CC=1>[NH2:19][C:16]1[CH:17]=[N:18][C:11]2[CH2:10][CH2:9][N:8]([CH2:1][C:2]3[CH:3]=[CH:4][CH:5]=[CH:6][CH:7]=3)[CH2:14][CH2:13][C:12]=2[N:15]=1 |f:1.2|. Procedure: 2.4 gm (0.01 mol) of 7-benzyl-6,7,8,9-tetrahydro-5H-pyrazino[2,3-d]azepine were dissolved in 20 ml of dimethylaniline, 3.9 gm (0.1 mol) of sodium amide were added, and the mixture was heated for four hours at 170° C. Thereafter, the dimethylaniline was distilled off in a high vacuum, the residue was taken up in 4 N sodium hydroxide, and the solution was extracted with chloroform. The chloroform extract solution was dried and column-chromatographically purified on silicagel with methanol/methylen... The reagents and catalysts are CC(=O)[O-].CC(=O)[O-].[Pd+2] (Pd(OAc)2). Yields the product O=C1CN(CCN1C1=NC=CC(=C1)C(F)(F)F)C(=O)OC(C)(C)C (tert-Butyl 3-oxo-4-[4-(trifluoromethyl)pyridin-2-yl]piperazine-1-carboxylate). Solvent: O1CCOCC1 (1,4-dioxane), CCOC(=O)C (EtOAc). Procedure: A mixture of 1-Boc-3-oxopiperazine (1.0 eq.), 2-bromo-4-(trifluoromethyl)pyridine (1.5 eq.) and Cs2CO3(1.5 eq.) in 1,4-dioxane (0.5M) was degassed under Argon flow for 30 min, then Pd(OAc)2(0.1 eq.) and Xantphos (0.15 eq.) were added, the vial was sealed and stirring was continued at 110° C. for 18 hr. Reaction mixture was diluted with EtOAc and filtered through a pad of SolcaFloc® 200 FCC. After removal of the solvent, the crude product was purified by flash column chromatography on silica gel ... Starting materials: CC1(C2=C(C(=CC=C2)P(C3=CC=CC=C3)C4=CC=CC=C4)OC5=C(C=CC=C51)P(C6=CC=CC=C6)C7=CC=CC=C7)C (Xantphos), C(=O)(OC(C)(C)C)N1CC(NCC1)=O (1-Boc-3-oxopiperazine), BrC1=NC=CC(=C1)C(F)(F)F (2-bromo-4-(trifluoromethyl)pyridine), C(=O)([O-])[O-].[Cs+].[Cs+] (Cs2CO3). Run at time 18 hour. RXN SMILES: [C:1]([N:8]1[CH2:13][CH2:12][NH:11][C:10](=[O:14])[CH2:9]1)([O:3][C:4]([CH3:7])([CH3:6])[CH3:5])=[O:2].Br[C:16]1[CH:21]=[C:20]([C:22]([F:25])([F:24])[F:23])[CH:19]=[CH:18][N:17]=1.C([O-])([O-])=O.[Cs+].[Cs+].CC1(C)C2C(=C(P(C3C=CC=CC=3)C3C=CC=CC=3)C=CC=2)OC2C(P(C3C=CC=CC=3)C3C=CC=CC=3)=CC=CC1=2>O1CCOCC1.CCOC(C)=O.CC([O-])=O.CC([O-])=O.[Pd+2]>[O:14]=[C:10]1[N:11]([C:16]2[CH:21]=[C:20]([C:22]([F:25])([F:24])[F:23])[CH:19]=[CH:18][N:17]=2)[CH2:12][CH2:13][N:8]([C:1]([O:3][C:4]([CH3:7])([CH3:6])[CH3:5])=[O:2])[CH2:9]1 |f:2.3.4,8.9.10|. The reactants are C(C)(=O)OCC (ethyl acetate), C(C)(=O)NC1=C(C=CC=C1)OC1=CC=CC=C1 (N-acetyl-2-phenoxyaniline), IC1=C(C=CC=C1)OC (2-iodoanisole), C([O-])([O-])=O.[K+].[K+] (potassium carbonate). The reagents and catalysts are [Cu] (copper), [Cu](Br)Br (copper bromide). The solvent is [N+](=O)([O-])C1=CC=CC=C1 (nitrobenzene). Product: C(C)(=O)N(C1=C(C=CC=C1)OC1=CC=CC=C1)C1=C(C=CC=C1)OC (N-acetyl-N-(2-methoxyphenyl)-2-phenoxyaniline). RXN SMILES: [C:1]([NH:4][C:5]1[CH:10]=[CH:9][CH:8]=[CH:7][C:6]=1[O:11][C:12]1[CH:17]=[CH:16][CH:15]=[CH:14][CH:13]=1)(=[O:3])[CH3:2].I[C:19]1[CH:24]=[CH:23][CH:22]=[CH:21][C:20]=1[O:25][CH3:26].C(=O)([O-])[O-].[K+].[K+].C(OCC)(=O)C>[N+](C1C=CC=CC=1)([O-])=O.[Cu].[Cu](Br)Br>[C:1]([N:4]([C:19]1[CH:24]=[CH:23][CH:22]=[CH:21][C:20]=1[O:25][CH3:26])[C:5]1[CH:10]=[CH:9][CH:8]=[CH:7][C:6]=1[O:11][C:12]1[CH:17]=[CH:16][CH:15]=[CH:14][CH:13]=1)(=[O:3])[CH3:2] |f:2.3.4|. Procedure: In 20 ml of nitrobenzene were refluxed 2.27 g of N-acetyl-2-phenoxyaniline, 1.3 ml of 2-iodoanisole, 1.38 g of potassium carbonate, 133 mg of a copper powder and 200 mg of copper bromide under heating for 8 hours. The reaction solution was cooled to room temperature, and after addition of ethyl acetate, the insoluble matter was removed by filtration. The filtrate was washed with 0.5 N hydrochloric acid, a saturated aqueous sodium bicarbonate solution and a saturated aqueous sodium chloride solut...